From a dataset of the Open Reaction Database (ORD), a public repository of structured organic reaction records. describe an organic reaction: reactants, conditions, products, and yield Reactants: Br, O=C([O-])O, CC1=NN(c2ccc3c(c2)C(C)CC3)C(=O)C1, Cl, O=N[O-], Nc1cccc(-c2ccc(C(=O)O)s2)c1O, [Na+], [Na+]. Product: CC1=NN(c2ccc3c(c2)C(C)CC3)C(=O)C1=NNc1cccc(-c2ccc(C(=O)O)s2)c1O. RXN SMILES: [BrH:1].[C:39](=[O:40])([OH:41])[O-:42].[CH3:22][C:23]1=[N:27][N:26]([c:28]2[cH:29][c:30]3[c:34]([cH:35][cH:36]2)[CH2:33][CH2:32][CH:31]3[CH3:37])[C:25](=[O:38])[CH2:24]1.[ClH:44].[N:18]([O-:19])=[O:20].[NH2:2][c:3]1[c:4]([OH:17])[c:5](-[c:9]2[cH:10][cH:11][c:12]([C:14](=[O:15])[OH:16])[s:13]2)[cH:6][cH:7][cH:8]1.[Na+:21].[Na+:43]>>[NH:2]([c:3]1[c:4]([OH:17])[c:5](-[c:9]2[cH:10][cH:11][c:12]([C:14](=[O:15])[OH:16])[s:13]2)[cH:6][cH:7][cH:8]1)[N:18]=[C:24]1[C:23]([CH3:22])=[N:27][N:26]([c:28]2[cH:29][c:30]3[c:34]([cH:35][cH:36]2)[CH2:33][CH2:32][CH:31]3[CH3:37])[C:25]1=[O:38]. The reactants are CN(C(=O)Nc1nc(OCC(F)(F)F)cc(OCC(F)(F)F)n1)c1ccc(Br)cc1, CC(=O)O, CCO, [H-], [Na+], CN(C)C=O. Product: CCOc1cc(OCC(F)(F)F)nc(NC(=O)N(C)c2ccc(Br)cc2)n1. As a reaction SMILES: [Br:6][c:7]1[cH:8][cH:9][c:10]([N:13]([C:14](=[O:15])[NH:16][c:17]2[n:18][c:19]([O:29][CH2:30][C:31]([F:32])([F:33])[F:34])[cH:20][c:21]([O:23][CH2:24][C:25]([F:26])([F:27])[F:28])[n:22]2)[CH3:35])[cH:11][cH:12]1.[CH3:36][C:37](=[O:38])[OH:39].[CH3:3][CH2:4][OH:5].[H-:2].[Na+:1].[O:40]=[CH:41][N:42]([CH3:43])[CH3:44]>>[Br:6][c:7]1[cH:8][cH:9][c:10]([N:13]([C:14](=[O:15])[NH:16][c:17]2[n:18][c:19]([O:29][CH2:30][CH3:31])[cH:20][c:21]([O:23][CH2:24][C:25]([F:26])([F:27])[F:28])[n:22]2)[CH3:35])[cH:11][cH:12]1. Procedure: According to Reference Example 7-4, by use of Compound CE (360 mg, 2.4 mmol), tetrahydrofuran (17 mL), 60% sodium hydride (in oil) (168 mg, 4.2 mmol) and 2,3-dichloroquinoxaline (418 mg, 2.1 mmol), the mixture was stirred and reacted at room temperature for 1 hour. Then, purification by silica gel column chromatography (hexane/ethyl acetate=1/0 to 2/1) was performed to give 2-chloro-3-[2-methyl-1-(pyridin-3-yl)propoxy]quinoxaline (Compound BP) (620 mg, yield: 94%). Isolated yield 94.0%. Starting materials: [H-].[Na+] (sodium hydride), ClC1=NC2=CC=CC=C2N=C1Cl (2,3-dichloroquinoxaline), O1CCCC1 (tetrahydrofuran). As a reaction SMILES: [H-].[Na+].Cl[C:4]1[C:13]([Cl:14])=[N:12][C:11]2[C:6](=[CH:7][CH:8]=[CH:9][CH:10]=2)[N:5]=1.[O:15]1[CH2:19][CH2:18][CH2:17][CH2:16]1>>[Cl:14][C:13]1[C:4]([O:15][CH:19]([C:18]2[CH:4]=[N:5][CH:6]=[CH:16][CH:17]=2)[CH:8]([CH3:9])[CH3:7])=[N:5][C:6]2[C:11](=[CH:10][CH:9]=[CH:8][CH:7]=2)[N:12]=1 |f:0.1|. Yields the product ClC1=NC2=CC=CC=C2N=C1OC(C(C)C)C=1C=NC=CC1 (2-chloro-3-[2-methyl-1-(pyridin-3-yl)propoxy]quinoxaline). Starting materials: OC1=CC(=C(C2=CC=CC=C12)N=O)O (1,3-dihydroxy-4-nitrosonaphthalene), S(O)(O)(=O)=O (sulphuric acid), OC1=C(C(=O)O)C(=CC=C1)O (2,6-dihydroxybenzoic acid), pyrolusite. Product: OC1=C(C=2OC3=CC(C4=C(C3=[N+](C2C=C1)[O-])C=CC=C4)=O)C(=O)O (9-Hydroxy-5-benzo[a]phenoxazone-8-carboxylic acid 12-oxide). RXN SMILES: [OH:1][C:2]1[C:11]2[C:6](=[CH:7][CH:8]=[CH:9][CH:10]=2)[C:5]([N:12]=[O:13])=[C:4]([OH:14])[CH:3]=1.[OH:15][C:16]1[CH:24]=[CH:23][CH:22]=[C:21](O)[C:17]=1[C:18]([OH:20])=[O:19].S(=O)(=O)(O)O>>[OH:15][C:16]1[CH:24]=[CH:23][C:22]2[N+:12]([O-:13])=[C:5]3[C:4](=[CH:3][C:2](=[O:1])[C:11]4[CH:10]=[CH:9][CH:8]=[CH:7][C:6]=43)[O:14][C:21]=2[C:17]=1[C:18]([OH:20])=[O:19]. Reported procedure: 2.84 g. 1,3-dihydroxy-4-nitrosonaphthalene, 2.31 g. 2,6-dihydroxybenzoic acid, 1.29 g, pyrolusite and 1.6 ml. concentrated sulphuric acid are reacted analogously to Example 1(a). Yield 2.8 g. The reactants are BrC=1C=C(C=C(C1)OC)CC#N ((3-bromo-5-methoxyphenyl)acetonitrile), Br (HBr), C(C)(=O)O (acetic acid). Reaction conditions: temperature 100 celsius. The product is BrC=1C=C(C=C(C1)O)CC(=O)O ((3-bromo-5-hydroxyphenyl)acetic acid). As a reaction SMILES: [Br:1][C:2]1[CH:3]=[C:4](CC#N)[CH:5]=[C:6]([O:8]C)[CH:7]=1.Br.[C:14]([OH:17])(=[O:16])[CH3:15]>>[Br:1][C:2]1[CH:3]=[C:4]([CH2:15][C:14]([OH:17])=[O:16])[CH:5]=[C:6]([OH:8])[CH:7]=1. Reported procedure: The product of step (iv) (4.5 g), in glacial acetic acid (30 ml) was treated with 48% aqueous HBr (30 ml) and heated at 100° C. for 24 h. The reaction mixture was partitioned between water and ethyl acetate, the organics were separated then dried (MgSO4) and evaporated under reduced pressure to give a tan solid which was triturated with ether/isohexane (4.24 g). Reactants: ClCCl, CN(C)C=O, O=S(=O)(Cl)c1cccc(C(F)(F)F)c1, O=c1[nH]c2ccccc2n1C1CCNCC1. The product is O=c1[nH]c2ccccc2n1C1CCN(S(=O)(=O)c2cccc(C(F)(F)F)c2)CC1. Reaction SMILES: [CH2:36]([Cl:37])[Cl:38].[CH:31]([N:32]([CH3:33])[CH3:34])=[O:35].[F:1][C:2]([c:3]1[cH:4][c:5]([S:9](=[O:10])(=[O:11])[Cl:12])[cH:6][cH:7][cH:8]1)([F:13])[F:14].[O:15]=[c:16]1[nH:17][c:18]2[c:19]([n:20]1[CH:21]1[CH2:22][CH2:23][NH:24][CH2:25][CH2:26]1)[cH:27][cH:28][cH:29][cH:30]2>>[F:1][C:2]([c:3]1[cH:4][c:5]([S:9](=[O:10])(=[O:11])[N:24]2[CH2:23][CH2:22][CH:21]([n:20]3[c:16](=[O:15])[nH:17][c:18]4[c:19]3[cH:27][cH:28][cH:29][cH:30]4)[CH2:26][CH2:25]2)[cH:6][cH:7][cH:8]1)([F:13])[F:14]. The reactants are IC1=CC=C(C=C1)C(CCCCN1CCC(CC1)C=1C=C(C=CC1)NC(C(C)C)=O)=O (N-(3-{1-[5-(4-iodophenyl)-5-oxopentyl]-4-piperidinyl}phenyl)-2-methylpropanamide), Cl.C1(=CC=CC=C1)N(N)C1=CC=CC=C1 (1,1-diphenylhydrazine hydrochloride). Yields the product IC1=CC=C(C=C1)C=1N(C2=CC=CC=C2C1CCCN1CCC(CC1)C=1C=C(C=CC1)NC(C(C)C)=O)C1=CC=CC=C1 (N-[3-(1-{3-[2-(4-IODOPHENYL)-1-PHENYL-1H-INDOL-3-YL]PROPYL}-4-PIPERIDINYL)PHENYL]-2-METHYLPROPANAMIDE). As a reaction SMILES: [I:1][C:2]1[CH:7]=[CH:6][C:5]([C:8](=O)[CH2:9][CH2:10][CH2:11][CH2:12][N:13]2[CH2:18][CH2:17][CH:16]([C:19]3[CH:20]=[C:21]([NH:25][C:26](=[O:30])[CH:27]([CH3:29])[CH3:28])[CH:22]=[CH:23][CH:24]=3)[CH2:15][CH2:14]2)=[CH:4][CH:3]=1.Cl.[C:33]1([N:39]([C:41]2[CH:46]=[CH:45][CH:44]=[CH:43][CH:42]=2)N)[CH:38]=[CH:37][CH:36]=[CH:35][CH:34]=1>>[I:1][C:2]1[CH:7]=[CH:6][C:5]([C:8]2[N:39]([C:41]3[CH:46]=[CH:45][CH:44]=[CH:43][CH:42]=3)[C:33]3[C:34]([C:9]=2[CH2:10][CH2:11][CH2:12][N:13]2[CH2:18][CH2:17][CH:16]([C:19]4[CH:20]=[C:21]([NH:25][C:26](=[O:30])[CH:27]([CH3:29])[CH3:28])[CH:22]=[CH:23][CH:24]=4)[CH2:15][CH2:14]2)=[CH:35][CH:36]=[CH:37][CH:38]=3)=[CH:4][CH:3]=1 |f:1.2|. Reported procedure: Prepared by Procedure E and Scheme M using N-(3-{1-[5-(4-iodophenyl)-5-oxopentyl]-4-piperidinyl}phenyl)-2-methylpropanamide and 1,1-diphenylhydrazine hydrochloride: ESMS m/e: 682.1 (M+H)+. Starting materials: C(C1=CC=CC=C1)OCC=CC[C@@H]1C(O[C@H](C1)C1=CC=C(C=C1)F)=O ((3S,5R)-3-(4-(benzyloxy)but-2-enyl)-5-(4-fluorophenyl)dihydrofuran-2(3H)-one), [OH-].[K+] (KOH). Run in O1CCOCC1 (dioxane). Run at time 30 minute. Yields the product C(C1=CC=CC=C1)OCC=CC[C@H](C(=O)O)C[C@@H](O)C1=CC=C(C=C1)F ((S)-6-(benzyloxy)-2-((R)-2-(4-fluorophenyl)-2-hydroxyethyl)hex-4-enoic acid). As a reaction SMILES: [CH2:1]([O:8][CH2:9][CH:10]=[CH:11][CH2:12][C@H:13]1[CH2:17][C@H:16]([C:18]2[CH:23]=[CH:22][C:21]([F:24])=[CH:20][CH:19]=2)[O:15][C:14]1=[O:25])[C:2]1[CH:7]=[CH:6][CH:5]=[CH:4][CH:3]=1.[OH-:26].[K+]>O1CCOCC1>[CH2:1]([O:8][CH2:9][CH:10]=[CH:11][CH2:12][C@@H:13]([CH2:17][C@H:16]([C:18]1[CH:23]=[CH:22][C:21]([F:24])=[CH:20][CH:19]=1)[OH:15])[C:14]([OH:25])=[O:26])[C:2]1[CH:7]=[CH:6][CH:5]=[CH:4][CH:3]=1 |f:1.2|. Reported procedure: To a solution of (3S,5R)-3-(4-(benzyloxy)but-2-enyl)-5-(4-fluorophenyl)dihydrofuran-2(3H)-one (643 mg, 1.9 mmol) in 7 mL dioxane was added 7 mL aqueous 5% KOH at 25° C. After being stirred for 30 min at room temperature the reaction was quenched by the addition of 10 mL of 1M aqueous HCl. The mixture was extracted ethyl acetate (2×50 mL) and the combined organic layers were washed with brine (2×30 mL). The solution was dried over Na2SO4 before being concentrated under reduced pressure. The crude... Reactants: C1CCOC1, Cl, O=CNCCOc1ccc(C(F)(F)F)cc1, [Na+], [OH-], O. The product is CNCCOc1ccc(C(F)(F)F)cc1. As a reaction SMILES: [CH2:21]1[O:22][CH2:23][CH2:24][CH2:25]1.[ClH:18].[F:1][C:2]([c:3]1[cH:4][cH:5][c:6]([O:7][CH2:8][CH2:9][NH:10][CH:11]=[O:12])[cH:13][cH:14]1)([F:15])[F:16].[Na+:20].[OH-:19].[OH2:17]>>[F:1][C:2]([c:3]1[cH:4][cH:5][c:6]([O:7][CH2:8][CH2:9][NH:10][CH3:11])[cH:13][cH:14]1)([F:15])[F:16].